This data is from the Open Reaction Database (ORD), a public repository of structured organic reaction records. The task is: describe an organic reaction: reactants, conditions, products, and yield Reactants: CC(C)(C)OC(=O)Nc1cc(Cl)c(Cl)cc1[N+](=O)[O-], CCNC, CS(C)=O. Yields the product CCN(C)c1cc(NC(=O)OC(C)(C)C)c([N+](=O)[O-])cc1Cl. As a reaction SMILES: [C:1]([CH3:2])([CH3:3])([CH3:4])[O:5][C:6]([NH:7][c:8]1[c:9]([N+:16](=[O:17])[O-:18])[cH:10][c:11]([Cl:15])[c:12]([Cl:14])[cH:13]1)=[O:19].[CH2:20]([CH3:21])[NH:22][CH3:23].[CH3:24][S:25]([CH3:26])=[O:27]>>[C:1]([CH3:2])([CH3:3])([CH3:4])[O:5][C:6]([NH:7][c:8]1[c:9]([N+:16](=[O:17])[O-:18])[cH:10][c:11]([Cl:15])[c:12]([N:22]([CH2:20][CH3:21])[CH3:23])[cH:13]1)=[O:19]. Starting materials: C(C)(C)(C)OO (tert-butyl hydroperoxide), O.NN (hydrazine hydrate), C(C)(C)(C)OO (tert-butyl hydroperoxide), C(#N)C1=CC=C(C=C1)C1NC(N(C(=C1C#N)C)C1=CC(=CC=C1)C(F)(F)F)=S (4-(4-Cyanophenyl)-6-methyl-2-thioxo-1-[3-(trifluoromethyl)phenyl]-1,2,3,4-tetrahydropyrimidine-5-carbonitrile), O.NN (hydrazine hydrate). Run in C(C)O (ethanol), C1(=CC=CC=C1)C (toluene). Run at time 3 hour. Yields the product FC(C(=O)O)(F)F.C(#N)C1=CC=C(C=C1)C1N=C(N(C(=C1C#N)C)C1=CC(=CC=C1)C(F)(F)F)NN ((rac)-4-(4-Cyanophenyl)-2-hydrazinyl-6-methyl-1-[3-(trifluoromethyl)phenyl]-1,4-dihydropyrimidine-5-carbonitrile trifluoroacetate). RXN SMILES: [C:1]([C:3]1[CH:8]=[CH:7][C:6]([CH:9]2[C:14]([C:15]#[N:16])=[C:13]([CH3:17])[N:12]([C:18]3[CH:23]=[CH:22][CH:21]=[C:20]([C:24]([F:27])([F:26])[F:25])[CH:19]=3)[C:11](=S)[NH:10]2)=[CH:5][CH:4]=1)#[N:2].C([O:33]O)(C)(C)C.[OH2:35].[NH2:36][NH2:37]>C(O)C.C1(C)C=CC=CC=1>[F:25][C:24]([F:27])([F:26])[C:20]([OH:33])=[O:35].[C:1]([C:3]1[CH:8]=[CH:7][C:6]([CH:9]2[C:14]([C:15]#[N:16])=[C:13]([CH3:17])[N:12]([C:18]3[CH:23]=[CH:22][CH:21]=[C:20]([C:24]([F:27])([F:26])[F:25])[CH:19]=3)[C:11]([NH:36][NH2:37])=[N:10]2)=[CH:5][CH:4]=1)#[N:2] |f:2.3,6.7|. Procedure details: 4-(4-Cyanophenyl)-6-methyl-2-thioxo-1-[3-(trifluoromethyl)phenyl]-1,2,3,4-tetrahydropyrimidine-5-carbonitrile (100 mg, 0.25 mmol) was dissolved in a mixture of ethanol (10 ml) and toluene (5 ml). At 0° C., tert-butyl hydroperoxide (3 M solution in toluene, 602 μl, 1.81 mmol, 7.2 eq.) was added dropwise. The mixture was stirred at RT for 3 h, and hydrazine hydrate (183 μl, 3.76 mmol, 15 eq.) was then added. After 12 h of stirring, more tert-butyl hydroperoxide solution (3 M in toluene, 167 μl, 0.... The product is COC(=O)C=1C=C(C=C(C1)N1C(=NC=C1)CC)C1=CC=C(C=C1)C (5-(2-ethyl-imidazol-1-yl)-4′-methyl-biphenyl-3-carboxylic acid methyl ester). The reagents and catalysts are [Cu]I (CuI). The yield is 41.1%. Reaction conditions: temperature 100 celsius. The reactants are COC(=O)C=1C=C(C=C(C1)I)C1=CC=C(C=C1)C (5-iodo-4′-methyl-biphenyl-3-carboxylic acid methyl ester), C(C)C=1NC=CN1 (2-ethyl-imidazole), N1[C@H](C(=O)O)CCC1 ((L)-proline), C(=O)([O-])[O-].[K+].[K+] (K2CO3). Reaction SMILES: [CH3:1][O:2][C:3]([C:5]1[CH:6]=[C:7]([C:12]2[CH:17]=[CH:16][C:15]([CH3:18])=[CH:14][CH:13]=2)[CH:8]=[C:9](I)[CH:10]=1)=[O:4].[CH2:19]([C:21]1[NH:22][CH:23]=[CH:24][N:25]=1)[CH3:20].N1CCC[C@H]1C(O)=O.C([O-])([O-])=O.[K+].[K+]>CS(C)=O.[Cu]I>[CH3:1][O:2][C:3]([C:5]1[CH:6]=[C:7]([C:12]2[CH:17]=[CH:16][C:15]([CH3:18])=[CH:14][CH:13]=2)[CH:8]=[C:9]([N:22]2[CH:23]=[CH:24][N:25]=[C:21]2[CH2:19][CH3:20])[CH:10]=1)=[O:4] |f:3.4.5|. Reported procedure: A mixture of 5-iodo-4′-methyl-biphenyl-3-carboxylic acid methyl ester (2.0 g, 5.7 mmol), 2-ethyl-imidazole (1.1 g, 11.4 mmol), (L)-proline (0.26 g, 2.28 mmol), CuI (0.22 g, 1.14 mmol) and K2CO3 (1.57 g, 11.4 mmol) in DMSO (30 mL) was flushed with N2, then heated to 100° C. overnight. After cooling to room temperature, the reaction mixture was extracted with EtOAc. The combined organic layers were separated, washed with water, dried over anhydrous sodium sulfate, filtered, and concentrated under ... Solvent: CS(=O)C (DMSO). Starting materials: O=C([O-])[O-], CCOC(C)=O, Oc1cccc2ccc(Cl)nc12, FC(F)(F)c1ccc(-c2cc(Cl)ncn2)cc1, [K+], [K+], CN(C)C=O. Yields the product FC(F)(F)c1ccc(-c2cc(Oc3cccc4ccc(Cl)nc34)ncn2)cc1. Reaction SMILES: [C:30](=[O:31])([O-:32])[O-:33].[CH3:36][CH2:37][O:38][C:39]([CH3:40])=[O:41].[Cl:18][c:19]1[n:20][c:21]2[c:22]([OH:29])[cH:23][cH:24][cH:25][c:26]2[cH:27][cH:28]1.[Cl:1][c:2]1[n:3][cH:4][n:5][c:6](-[c:8]2[cH:9][cH:10][c:11]([C:14]([F:15])([F:16])[F:17])[cH:12][cH:13]2)[cH:7]1.[K+:34].[K+:35].[O:42]=[CH:43][N:44]([CH3:45])[CH3:46]>>[c:2]1([O:29][c:22]2[c:21]3[n:20][c:19]([Cl:18])[cH:28][cH:27][c:26]3[cH:25][cH:24][cH:23]2)[n:3][cH:4][n:5][c:6](-[c:8]2[cH:9][cH:10][c:11]([C:14]([F:15])([F:16])[F:17])[cH:12][cH:13]2)[cH:7]1. The reactants are CCO, COC(=O)C(C)c1ccsc1, [K+], [OH-], O. The product is CC(C(=O)O)c1ccsc1. Reaction SMILES: [CH2:14]([OH:15])[CH3:16].[CH3:1][O:2][C:3]([CH:4]([CH3:5])[c:6]1[cH:7][s:8][cH:9][cH:10]1)=[O:11].[K+:13].[OH-:12].[OH2:17]>>[O:2]=[C:3]([CH:4]([CH3:5])[c:6]1[cH:7][s:8][cH:9][cH:10]1)[OH:11]. The reactants are C(C)(=O)C=1C=C2CC(CC2=CC1CC)(C)NC(C1=CC=CC=C1)=O (N-(5-acetyl-6-ethyl-2-methyl-indan-2-yl)-benzamide), C(C)C=1C=C2CC(CC2=CC1)(C)NC(C1=CC=CC=C1)=O (N-(5-ethyl-2-methyl-indan-2-yl)-benzamide). Yields the product C(C)C=1C=C2CC(CC2=CC1CC)(C)NC(C1=CC=CC=C1)=O (N-(5,6-Diethyl-2-methyl-indan-2-yl)-benzamide). RXN SMILES: [C:1]([C:4]1[CH:5]=[C:6]2[C:10](=[CH:11][C:12]=1[CH2:13][CH3:14])[CH2:9][C:8]([NH:16][C:17](=[O:24])[C:18]1[CH:23]=[CH:22][CH:21]=[CH:20][CH:19]=1)([CH3:15])[CH2:7]2)(=O)[CH3:2].C(C1C=C2C(=CC=1)CC(NC(=O)C1C=CC=CC=1)(C)C2)C>>[CH2:13]([C:12]1[CH:11]=[C:10]2[C:6](=[CH:5][C:4]=1[CH2:1][CH3:2])[CH2:7][C:8]([NH:16][C:17](=[O:24])[C:18]1[CH:23]=[CH:22][CH:21]=[CH:20][CH:19]=1)([CH3:15])[CH2:9]2)[CH3:14]. Procedure: N-(5,6-Diethyl-2-methyl-indan-2-yl)-benzamide is prepared from N-(5-acetyl-6-ethyl-2-methyl-indan-2-yl)-benzamide (1.1 g) following the procedure used to prepare N-(5-ethyl-2-methyl-indan-2-yl)-benzamide. ES+ MS m/e 308 (MH+)